Dataset: the Open Reaction Database (ORD), a public repository of structured organic reaction records. Task: describe an organic reaction: reactants, conditions, products, and yield Starting materials: BrB(Br)Br, ClCCl, Cl, [Na+], O=C([O-])O, COc1ccc(C(CO)NC(=O)C2CC2c2cccs2)cc1. Yields the product O=C(NC(CO)c1ccc(O)cc1)C1CC1c1cccs1. RXN SMILES: [B:23]([Br:24])([Br:25])[Br:26].[Cl:33][CH2:34][Cl:35].[ClH:32].[Na+:31].[O-:27][C:28]([OH:29])=[O:30].[OH:1][CH2:2][CH:3]([c:4]1[cH:5][cH:6][c:7]([O:10][CH3:11])[cH:8][cH:9]1)[NH:12][C:13](=[O:14])[CH:15]1[CH:16]([c:18]2[s:19][cH:20][cH:21][cH:22]2)[CH2:17]1>>[OH:1][CH2:2][CH:3]([c:4]1[cH:5][cH:6][c:7]([OH:10])[cH:8][cH:9]1)[NH:12][C:13](=[O:14])[CH:15]1[CH:16]([c:18]2[s:19][cH:20][cH:21][cH:22]2)[CH2:17]1. The reactants are C1(=CC=CC=C1)N(C(=O)NS(=O)(=O)C(=CC1=CC=CC=C1)C)C1=CC=CC=C1 (N-(N,N-diphenylcarbamoyl)-1-phenylpropene-2-sulfonamide), N1CCCCC1 (piperidine), CN(C=O)C (N,N-dimethylformamide). Solvent: CCOCC (ether). Yields the product N1(CCCCC1)C(=O)NS(=O)(=O)C(=CC1=CC=CC=C1)C (N-(Piperidinocarbonyl)-1-Phenylpropene-2-Sulfonamide). Reaction SMILES: [C:1]1([N:7]([C:23]2[CH:28]=CC=CC=2)[C:8]([NH:10][S:11]([C:14]([CH3:22])=[CH:15][C:16]2[CH:21]=[CH:20][CH:19]=[CH:18][CH:17]=2)(=[O:13])=[O:12])=[O:9])C=CC=[CH:3][CH:2]=1.N1CCCCC1.CN(C)C=O>CCOCC>[N:7]1([C:8]([NH:10][S:11]([C:14]([CH3:22])=[CH:15][C:16]2[CH:17]=[CH:18][CH:19]=[CH:20][CH:21]=2)(=[O:13])=[O:12])=[O:9])[CH2:1][CH2:2][CH2:3][CH2:28][CH2:23]1. Reported procedure: A solution of 1.9g of N-(N,N-diphenylcarbamoyl)-1-phenylpropene-2-sulfonamide and 1.7g of piperidine in 10ml. of N,N-dimethylformamide is maintained at ca. 95° C. for 6 hours. It is then cooled to ambient temperature, and 100 ml. of ether is added. The mixture is extracted with 50 ml. of water, and then the water extract is acidified using concentrated hydrochloric acid. This causes the crude product to precipitate. It is filtered off, and then it is recrystallized from a mixture of acetone and ... The reactants are C([O-])([O-])=O.[K+].[K+] (potassium carbonate), CI (methyl iodide), OC1=CC=C(C(=O)NC[C@@H](C(=O)OC)N2CCN(CC2)S(=O)(=O)C)C=C1 (methyl (S)-3-(4-hydroxybenzoylamino)-2-(4-methanesulphonylpiperazin-1-yl)propanoate). Run in C(C)C(=O)C (methyl ethyl ketone). Run at temperature 80 celsius. Product: CS(=O)(=O)N1CCN(CC1)[C@H](C(=O)OC)CNC(C1=CC=C(C=C1)OC)=O (methyl (S)-2-(4-methanesulphonylpiperazin-1-yl)-3-(4-methoxybenzoylamino)-propanoate). Yield: 93.0%. RXN SMILES: [C:1](=O)([O-])[O-].[K+].[K+].CI.[OH:9][C:10]1[CH:34]=[CH:33][C:13]([C:14]([NH:16][CH2:17][C@H:18]([N:23]2[CH2:28][CH2:27][N:26]([S:29]([CH3:32])(=[O:31])=[O:30])[CH2:25][CH2:24]2)[C:19]([O:21][CH3:22])=[O:20])=[O:15])=[CH:12][CH:11]=1>C(C(C)=O)C>[CH3:32][S:29]([N:26]1[CH2:25][CH2:24][N:23]([C@@H:18]([CH2:17][NH:16][C:14](=[O:15])[C:13]2[CH:33]=[CH:34][C:10]([O:9][CH3:1])=[CH:11][CH:12]=2)[C:19]([O:21][CH3:22])=[O:20])[CH2:28][CH2:27]1)(=[O:31])=[O:30] |f:0.1.2|. Procedure details: 100 mg (0.8 mmol) of potassium carbonate and 0.1 ml (2 mmol) of methyl iodide are added to a solution of 250 mg (0.7 mmol) of methyl (S)-3-(4-hydroxybenzoylamino)-2-(4-methanesulphonylpiperazin-1-yl)propanoate in 10 ml of methyl ethyl ketone. The reaction medium is heated at 80° C. for 4 h. After cooling, it is filtered then concentrated. 260 mg (100%) of methyl (S)-2-(4-methanesulphonylpiperazin-1-yl)-3-(4-methoxybenzoylamino)-propanoate are obtained in the form of a white solid. Reactants: Cl (hydrochloric acid), C(C)(=O)NCC=1SC=C(N1)C=1N=C(SC1)N=C(N)N (4-(2-acetylaminomethylthiazol-4-yl)-2-(diaminomethyleneamino)thiazole). Run in C(C)O (ethanol). The product is Cl.Cl.NCC=1SC=C(N1)C=1N=C(SC1)N=C(N)N (4-(2-aminomethylthiazol-4-yl)-2(diaminomethyleneamino)thiazole dihydrochloride). As a reaction SMILES: [ClH:1].C([NH:5][CH2:6][C:7]1[S:8][CH:9]=[C:10]([C:12]2[N:13]=[C:14]([N:17]=[C:18]([NH2:20])[NH2:19])[S:15][CH:16]=2)[N:11]=1)(=O)C>C(O)C>[ClH:1].[ClH:1].[NH2:5][CH2:6][C:7]1[S:8][CH:9]=[C:10]([C:12]2[N:13]=[C:14]([N:17]=[C:18]([NH2:20])[NH2:19])[S:15][CH:16]=2)[N:11]=1 |f:3.4.5|. Procedure: Concentrated hydrochloric acid (72.4 ml) was added slowly to a suspension of 4-(2-acetylaminomethylthiazol-4-yl)-2-(diaminomethyleneamino)thiazole (6.58 g) in ethanol (280 ml). The mixture was refluxed for 2 hours. The resulting precipitate was collected by filtration. Recrystallization from a mixture of methanol and water afforded 4-(2-aminomethylthiazol-4-yl)-2(diaminomethyleneamino)thiazole dihydrochloride (6.98 g). The reactants are COc1cc(C=C(C)C)cc2c1OC(C)(C)C2, Cc1ccccc1, CC(=O)O, N, COc1cc(C#N)ccc1O, O=S(=O)(O)O. The product is COc1cc(C2=NC(C)(C)Cc3cc(OC)c4c(c32)CC(C)(C)O4)ccc1O. As a reaction SMILES: [CH3:17][O:18][c:19]1[cH:20][c:21]([CH:30]=[C:31]([CH3:32])[CH3:33])[cH:22][c:23]2[c:27]1[O:26][C:25]([CH3:28])([CH3:29])[CH2:24]2.[CH3:35][c:36]1[cH:37][cH:38][cH:39][cH:40][cH:41]1.[CH3:42][C:43](=[O:44])[OH:45].[NH3:34].[OH:1][c:2]1[c:3]([O:10][CH3:11])[cH:4][c:5]([C:6]#[N:7])[cH:8][cH:9]1.[S:12](=[O:13])(=[O:14])([OH:15])[OH:16]>>[OH:1][c:2]1[c:3]([O:10][CH3:11])[cH:4][c:5]([C:6]2=[N:7][C:31]([CH3:32])([CH3:33])[CH2:30][c:21]3[cH:20][c:19]([O:18][CH3:17])[c:27]4[c:23]([c:22]32)[CH2:24][C:25]([CH3:28])([CH3:29])[O:26]4)[cH:8][cH:9]1.